Task: describe an organic reaction: reactants, conditions, products, and yield. Dataset: the Open Reaction Database (ORD), a public repository of structured organic reaction records Reactants: Cc1ccccc1, CCN(C(C)C)C(C)C, CSC(=N)NC(=O)Cc1ccc(F)cc1, Nc1ccc(Oc2ncnn3cccc23)c(F)c1. Yields the product N=C(NC(=O)Cc1ccc(F)cc1)Nc1ccc(Oc2ncnn3cccc23)c(F)c1. RXN SMILES: [CH3:43][c:44]1[cH:45][cH:46][cH:47][cH:48][cH:49]1.[CH:34]([N:35]([CH:36]([CH3:37])[CH3:38])[CH2:39][CH3:40])([CH3:41])[CH3:42].[F:19][c:20]1[cH:21][cH:22][c:23]([CH2:26][C:27](=[O:28])[NH:29][C:30]([S:31][CH3:32])=[NH:33])[cH:24][cH:25]1.[F:1][c:2]1[cH:3][c:4]([NH2:18])[cH:5][cH:6][c:7]1[O:8][c:9]1[n:10][cH:11][n:12][n:13]2[c:14]1[cH:15][cH:16][cH:17]2>>[F:1][c:2]1[cH:3][c:4]([NH:18][C:30]([NH:29][C:27]([CH2:26][c:23]2[cH:22][cH:21][c:20]([F:19])[cH:25][cH:24]2)=[O:28])=[NH:33])[cH:5][cH:6][c:7]1[O:8][c:9]1[n:10][cH:11][n:12][n:13]2[c:14]1[cH:15][cH:16][cH:17]2. Reactants: CN1N=CC(=C1)C=1C(=CC(=C(C(=O)OCC2=CC=CC=C2)C1)OCC1=CC=CC=C1)C(=O)N1CCCCC1 (phenylmethyl 5-(1-methyl-1H-pyrazol-4-yl)-2-[(phenylmethyl)oxy]-4-(1-piperidinylcarbonyl)benzoate), [OH-].[Li+] (lithium hydroxide), O (water), Cl (hydrochloric acid). The solvent is O1CCCC1 (tetrahydrofuran). Run at time 18 hour. Product: CN1N=CC(=C1)C=1C(=CC(=C(C(=O)O)C1)OCC1=CC=CC=C1)C(=O)N1CCCCC1 (5-(1-Methyl-1H-pyrazol-4-yl)-2-[(phenylmethyl)oxy]-4-(1-piperidinylcarbonyl)benzoic acid). Reaction SMILES: [CH3:1][N:2]1[CH:6]=[C:5]([C:7]2[C:8]([C:31]([N:33]3[CH2:38][CH2:37][CH2:36][CH2:35][CH2:34]3)=[O:32])=[CH:9][C:10]([O:23][CH2:24][C:25]3[CH:30]=[CH:29][CH:28]=[CH:27][CH:26]=3)=[C:11]([CH:22]=2)[C:12]([O:14]CC2C=CC=CC=2)=[O:13])[CH:4]=[N:3]1.[OH-].[Li+].O.Cl>O1CCCC1>[CH3:1][N:2]1[CH:6]=[C:5]([C:7]2[C:8]([C:31]([N:33]3[CH2:38][CH2:37][CH2:36][CH2:35][CH2:34]3)=[O:32])=[CH:9][C:10]([O:23][CH2:24][C:25]3[CH:30]=[CH:29][CH:28]=[CH:27][CH:26]=3)=[C:11]([CH:22]=2)[C:12]([OH:14])=[O:13])[CH:4]=[N:3]1 |f:1.2|. Procedure: To a solution of phenylmethyl 5-(1-methyl-1H-pyrazol-4-yl)-2-[(phenylmethyl)oxy]-4-(1-piperidinylcarbonyl)benzoate (may be prepared as described in Description 37; 194 mg, 0.38 mmol) in tetrahydrofuran (4 ml) was added lithium hydroxide (33 mg, 1.38 mmol) and water (1 ml). The solution was stirred for 18 hours then 2M hydrochloric acid (0.69 ml, 1.38 mmol) was added and the solvent removed in vacuo to give the title compound as a gum. 170 mg. Yields the product CC(C)(C)OC(=O)NCCNc1c(N)cnc2ccccc12. The reactants are CO, ClCCl, CC(C)(C)OC(=O)NCCNc1c([N+](=O)[O-])cnc2ccccc12. Reaction SMILES: [CH3:28][OH:29].[Cl:25][CH2:26][Cl:27].[N+:1]([O-:2])(=[O:3])[c:4]1[cH:5][n:6][c:7]2[cH:8][cH:9][cH:10][cH:11][c:12]2[c:13]1[NH:14][CH2:15][CH2:16][NH:17][C:18]([O:19][C:20]([CH3:21])([CH3:22])[CH3:23])=[O:24]>>[NH2:1][c:4]1[cH:5][n:6][c:7]2[cH:8][cH:9][cH:10][cH:11][c:12]2[c:13]1[NH:14][CH2:15][CH2:16][NH:17][C:18]([O:19][C:20]([CH3:21])([CH3:22])[CH3:23])=[O:24].